Task: describe an organic reaction: reactants, conditions, products, and yield. Dataset: the Open Reaction Database (ORD), a public repository of structured organic reaction records Reactants: C(CCC)C1=NC(=NC=C1CCl)C1=CC=C(C=C1)C(F)(F)F (4-butyl-5-chloromethyl-2-(4-trifluoromethyl-phenyl)-pyrimidine), C(C)OC(C(C)(C)OC1=C(C=C(C=C1)O)C)=O (2-(4-hydroxy-2-methyl-phenoxy)-2-methyl-propionic acid ethyl ester), [H-].[Na+] (sodium hydride). Yield: 53.6%. Solvent: CCOCC (ether), CN(C)C=O (DMF). Reaction SMILES: [CH2:1]([C:5]1[C:10]([CH2:11]Cl)=[CH:9][N:8]=[C:7]([C:13]2[CH:18]=[CH:17][C:16]([C:19]([F:22])([F:21])[F:20])=[CH:15][CH:14]=2)[N:6]=1)[CH2:2][CH2:3][CH3:4].[CH2:23]([O:25][C:26](=[O:39])[C:27]([O:30][C:31]1[CH:36]=[CH:35][C:34]([OH:37])=[CH:33][C:32]=1[CH3:38])([CH3:29])[CH3:28])[CH3:24].[H-].[Na+]>CN(C=O)C.CCOCC>[CH2:23]([O:25][C:26](=[O:39])[C:27]([O:30][C:31]1[CH:36]=[CH:35][C:34]([O:37][CH2:11][C:10]2[C:5]([CH2:1][CH2:2][CH2:3][CH3:4])=[N:6][C:7]([C:13]3[CH:18]=[CH:17][C:16]([C:19]([F:22])([F:21])[F:20])=[CH:15][CH:14]=3)=[N:8][CH:9]=2)=[CH:33][C:32]=1[CH3:38])([CH3:28])[CH3:29])[CH3:24] |f:2.3|. Reported procedure: To a solution of 400 mg (1.22 mmol) 4-butyl-5-chloromethyl-2-(4-trifluoromethyl-phenyl)-pyrimidine (example 115C]) and 290 mg (1.22 mmol) 2-(4-hydroxy-2-methyl-phenoxy)-2-methyl-propionic acid ethyl ester (described in WO 02/092590) in 4 ml DMF was added 90 mg (2.06 mmol) of sodium hydride (55% in oil). The reaction mixture was stirred for 2 h at RT, taken up in ether and washed with 1N HCl and water. The crude product was purified by chromatography over silica gel with AcOEt/heptane 1:4 to prov... Yields the product C(C)OC(C(C)(C)OC1=C(C=C(C=C1)OCC=1C(=NC(=NC1)C1=CC=C(C=C1)C(F)(F)F)CCCC)C)=O (2-{4-[4-butyl-2-(4-trifluoromethyl-phenyl)-pyrimidin-5-ylmethoxy]-2-methyl-phenoxy}-2-methyl-propionic acid ethyl ester). Conditions: time 2 hour.